From a dataset of the Open Reaction Database (ORD), a public repository of structured organic reaction records. describe an organic reaction: reactants, conditions, products, and yield Starting materials: ClC1=C(N=C(C2=CC=CC=C2)C)C=CC=C1 (o-Chloro-N-(α-methyl benzylidene) aniline). The reagents and catalysts are [Pd] (Pd/C). Solvent: C(C)O (ethanol). The product is ClC1=C(NC(C2=CC=CC=C2)C)C=CC=C1 (o-Chloro-N-(α-methyl benzyl) aniline). As a reaction SMILES: [Cl:1][C:2]1[CH:16]=[CH:15][CH:14]=[CH:13][C:3]=1[N:4]=[C:5]([CH3:12])[C:6]1[CH:11]=[CH:10][CH:9]=[CH:8][CH:7]=1>[Pd].C(O)C>[Cl:1][C:2]1[CH:16]=[CH:15][CH:14]=[CH:13][C:3]=1[NH:4][CH:5]([CH3:12])[C:6]1[CH:11]=[CH:10][CH:9]=[CH:8][CH:7]=1. Procedure: o-Chloro-N-(α-methyl benzylidene) aniline (XXI) (15 g) prepared by the procedure described in example XXVIIIA was hydrogenated using 5% Pd/C as the catalyst and 95% ethanol as the solvent. o-Chloro-N-(α-methyl benzyl) aniline (XXII) was obtained by fractional distillation. XXII had a boiling point of 134° C. at 1.2 millimeter. As a reaction SMILES: [Br:1][C:2]1[CH:9]=[CH:8][C:7]([O:10][Si:11]([C:24]([CH3:27])([CH3:26])[CH3:25])([C:18]2[CH:23]=[CH:22][CH:21]=[CH:20][CH:19]=2)[C:12]2[CH:17]=[CH:16][CH:15]=[CH:14][CH:13]=2)=[CH:6][C:3]=1[CH:4]=[O:5].[BH4-].[Na+]>CO.C(Cl)Cl>[Br:1][C:2]1[CH:9]=[CH:8][C:7]([O:10][Si:11]([C:24]([CH3:25])([CH3:26])[CH3:27])([C:12]2[CH:13]=[CH:14][CH:15]=[CH:16][CH:17]=2)[C:18]2[CH:23]=[CH:22][CH:21]=[CH:20][CH:19]=2)=[CH:6][C:3]=1[CH2:4][OH:5] |f:1.2|. Procedure details: The product from Example 1, Step A (8.87 g, 20.2 mmol) was dissolved in methanol (50 mL) and methylene chloride (20 mL). Sodium borohydride (764 mg, 20.2 mmol) was added in portions at 0° C., and the solution was stirred for 2 hours. The reaction was quenched by the addition of saturated aqueous ammonium chloride until hydrogen evolution ceased. The resulting suspension was concentrated in vacuo and then partitioned between methylene chloride (50 mL) and saturated aqueous sodium bicarbonate (50 ... The product is BrC1=C(C=C(C=C1)O[Si](C1=CC=CC=C1)(C1=CC=CC=C1)C(C)(C)C)CO ([2-bromo-5-(tert-butyldiphenylsilyloxy)-phenyl]methanol). Reaction conditions: time 2 hour. Starting materials: BrC1=C(C=O)C=C(C=C1)O[Si](C1=CC=CC=C1)(C1=CC=CC=C1)C(C)(C)C (2-bromo-5-(tert-butyldiphenylsilyloxy)-benzaldehyde), [BH4-].[Na+] (Sodium borohydride). Run in CO (methanol), C(Cl)Cl (methylene chloride).